Dataset: the Open Reaction Database (ORD), a public repository of structured organic reaction records. Task: describe an organic reaction: reactants, conditions, products, and yield The reactants are ClC1=CC=C(C=C1)/C=C/C=1C=C(C(=O)O)C=CC1OC (3-[(E)-2-(4-chlorophenyl)vinyl]-4-methoxy-benzoic acid), NCC(CO)O (3-amino-1,2-propanediol). The product is OC(CNC(C1=CC(=C(C=C1)OC)\C=C\C1=CC=C(C=C1)Cl)=O)CO (N-(2,3-dihydroxy-propyl)-4-methoxy-3-[(E)-2-(4-chlorophenyl)-vinyl]benzamide). RXN SMILES: [Cl:1][C:2]1[CH:7]=[CH:6][C:5](/[CH:8]=[CH:9]/[C:10]2[CH:11]=[C:12]([CH:16]=[CH:17][C:18]=2[O:19][CH3:20])[C:13]([OH:15])=O)=[CH:4][CH:3]=1.[NH2:21][CH2:22][CH:23]([OH:26])[CH2:24][OH:25]>>[OH:26][CH:23]([CH2:24][OH:25])[CH2:22][NH:21][C:13](=[O:15])[C:12]1[CH:16]=[CH:17][C:18]([O:19][CH3:20])=[C:10](/[CH:9]=[CH:8]/[C:5]2[CH:4]=[CH:3][C:2]([Cl:1])=[CH:7][CH:6]=2)[CH:11]=1. Procedure details: The captioned compound was synthesized from 4-methoxy-3-[(E)-2-(4-chlorophenyl)vinyl]benzoic acid obtained in step B of Example 2-2-7 and 3-amino-1,2-propanediol in accordance with the same procedure as in the methods described in step C of Example 1-2-3.